The task is: describe an organic reaction: reactants, conditions, products, and yield. This data is from the Open Reaction Database (ORD), a public repository of structured organic reaction records. The reactants are F[B-](F)(F)F.C(C)(=O)NC1=C(C=C(C=C1Cl)[N+]#N)Cl (4-Acetamido-3,5-dichlorobenzenediazonium tetrafluoroborate), C1(=CC=CC=C1)O (phenol), F[B-](F)(F)F.C(C)(=O)NC1=C(C=C(C=C1Cl)[N+]#N)Cl (4-acetamido-3,5-dichlorobenzenediazonium tetrafluoroborate). Reagents/catalysts: [N+](=O)([O-])[O-].[Cu+2].[N+](=O)([O-])[O-] (copper (II) nitrate), [Cu-]=O (Copper (I) oxide). Solvent: O (water). Conditions: time 35 minute. The product is C(C)(=O)NC1=C(C=C(C=C1Cl)O)Cl (4-acetamido-3,5-dichlorophenol). Yield: 35.0%. Reaction SMILES: F[B-](F)(F)F.[C:6]([NH:9][C:10]1[C:15]([Cl:16])=[CH:14][C:13]([N+]#N)=[CH:12][C:11]=1[Cl:19])(=[O:8])[CH3:7].C1([OH:26])C=CC=CC=1>O.[N+]([O-])([O-])=O.[Cu+2].[N+]([O-])([O-])=O.[Cu-]=O>[C:6]([NH:9][C:10]1[C:15]([Cl:16])=[CH:14][C:13]([OH:26])=[CH:12][C:11]=1[Cl:19])(=[O:8])[CH3:7] |f:0.1,4.5.6|. Procedure: 4-Acetamido-3,5-dichlorobenzenediazonium tetrafluoroborate was converted to the corresponding phenol according to the procedure of T. Cohen, et. al., J. Org. Chem., 42, 2053-2058 (1977). Thus, 22 g (94 rnmol) of copper (II) nitrate was dissolved in 100 mL of water and 300 mg (0.94 mmol) of 4-acetamido-3,5-dichlorobenzenediazonium tetrafluoroborate was added. Copper (I) oxide (405 mg, 2.8 mmol) was added. The mixture was stirred for 35 min, then filtered through Celite, diluted with 1N aqueous so... Starting materials: C(O)([O-])=O.[Na+] (sodium hydrogencarbonate), C(C1=CC=CC=C1)(=O)O (benzoic acid), FC(C(=O)OC(C(F)(F)F)=O)(F)F (trifluoroacetic anhydride), C(C=C)OC=1C(=C(C=C(C1)OCC=C)CC(=O)OC)CC (methyl 3,5-diallyloxy-2-ethylphenylacetate). Run in FC(C(=O)O)(F)F (trifluoroacetic acid). Conditions: temperature 4 celsius, time 18 hour. Product: C(C=C)OC=1C(=C(C(=C(C1)OCC=C)CC)CC(=O)OC)C(C1=CC=CC=C1)=O (methyl 3,5-diallyloxy-2-benzoyl-6-ethylphenylacetate). The yield is 56.6%. Reaction SMILES: [CH2:1]([O:4][C:5]1[C:6]([CH2:20][CH3:21])=[C:7]([CH2:15][C:16]([O:18][CH3:19])=[O:17])[CH:8]=[C:9]([O:11][CH2:12][CH:13]=[CH2:14])[CH:10]=1)[CH:2]=[CH2:3].[C:22](O)(=[O:29])[C:23]1[CH:28]=[CH:27][CH:26]=[CH:25][CH:24]=1.FC(F)(F)C(OC(=O)C(F)(F)F)=O.C(=O)([O-])O.[Na+]>FC(F)(F)C(O)=O>[CH2:12]([O:11][C:9]1[C:8]([C:22](=[O:29])[C:23]2[CH:28]=[CH:27][CH:26]=[CH:25][CH:24]=2)=[C:7]([CH2:15][C:16]([O:18][CH3:19])=[O:17])[C:6]([CH2:20][CH3:21])=[C:5]([O:4][CH2:1][CH:2]=[CH2:3])[CH:10]=1)[CH:13]=[CH2:14] |f:3.4|. Reported procedure: Methyl 3,5-diallyloxy-2-ethylphenylacetate (0.31 g, 1.3 mmol) obtained in Example 5, Step 3 was dissolved in trifluoroacetic acid (2.0 mL). After the solution was cooled to 4° C., benzoic acid (0.40 g, 3.3 mmol) and trifluoroacetic anhydride (1.0 mL) were added thereto, followed by stirring for 18 hours, while the temperature of the reaction mixture was raised to room temperature. The reaction mixture was gradually added to a saturated aqueous solution of sodium hydrogencarbonate for neutralizat... Product: FC1=C(C(=C(C=C1)C(C[C@@](C(=O)OCC)(C(F)(F)F)O)CC)OC)C (ethyl (2R,4R/S)-4-(4-fluoro-2-methoxy-3-methylphenyl)-2-hydroxy-2-(trifluoromethyl)hexanoate). Procedure details: 5.7 g (29.3 mmol) of 3-fluoro-2-methyl-6-(1-methylenepropyl)anisole, 7.7 ml (170 mmol) of ethyl trifluoropyruvate and 15 g of molecular sieve are admixed dropwise at 0° C. over 30 minutes with 0.76 g (0.88 mmol) of [Cu(R,R)-2,2-bis(4,5-dihydro-4-tert-butyloxazolin-2-yl)propane)(H2O)2]((SbF6)2, in 38 ml of dichloromethane. The reaction mixture is stirred at 0° C. for 16 hours and the reaction mixture is purified by means of column chromatography on silica gel (hexane/ethyl acetate 0-20%). This gi... Run at temperature 0 celsius, time 16 hour. Run in FC(CO)(F)F (2,2,2-trifluoroethanol), ClCCl (dichloromethane). Reaction SMILES: [F:1][C:2]1[C:3]([CH3:14])=[C:4]([O:12][CH3:13])[C:5]([C:8](=[CH2:11])[CH2:9][CH3:10])=[CH:6][CH:7]=1.[F:15][C:16]([F:25])([F:24])[C:17](=[O:23])[C:18]([O:20][CH2:21][CH3:22])=[O:19]>ClCCl.FC(F)(F)CO.[Pd]>[F:1][C:2]1[CH:7]=[CH:6][C:5]([CH:8]([CH2:9][CH3:10])[CH2:11][C@:17]([OH:23])([C:16]([F:24])([F:25])[F:15])[C:18]([O:20][CH2:21][CH3:22])=[O:19])=[C:4]([O:12][CH3:13])[C:3]=1[CH3:14]. The reactants are FC=1C(=C(C(=CC1)C(CC)=C)OC)C (3-fluoro-2-methyl-6-(1-methylenepropyl)anisole), FC(C(C(=O)OCC)=O)(F)F (ethyl trifluoropyruvate), [Cu(R,R)-2,2-bis(4,5-dihydro-4-tert-butyloxazolin-2-yl)propane)(H2O)2, ethyl (2R,4E/Z)-4-(4-fluoro-2-methoxy-3-methylphenyl)-2-hydroxy-2-(trifluoromethyl)hex-4-enoate. Isolated yield 34.1%. The reagents and catalysts are [Pd] (palladium on carbon). Starting materials: COc1ccc(-n2nc(C(F)(F)F)c3c2C(=O)N(c2ccc(C4(C(N)=O)CC4)cc2)CC3)cc1, CN(C)C=O, O=S(Cl)Cl. Yields the product COc1ccc(-n2nc(C(F)(F)F)c3c2C(=O)N(c2ccc(C4(C#N)CC4)cc2)CC3)cc1. RXN SMILES: [CH3:1][O:2][c:3]1[cH:4][cH:5][c:6](-[n:9]2[n:10][c:11]([C:31]([F:32])([F:33])[F:34])[c:12]3[c:13]2[C:14](=[O:30])[N:15]([c:18]2[cH:19][cH:20][c:21]([C:24]4([C:27](=[O:28])[NH2:29])[CH2:25][CH2:26]4)[cH:22][cH:23]2)[CH2:16][CH2:17]3)[cH:7][cH:8]1.[O:39]=[CH:40][N:41]([CH3:42])[CH3:43].[S:35]([Cl:36])([Cl:37])=[O:38]>>[CH3:1][O:2][c:3]1[cH:4][cH:5][c:6](-[n:9]2[n:10][c:11]([C:31]([F:32])([F:33])[F:34])[c:12]3[c:13]2[C:14](=[O:30])[N:15]([c:18]2[cH:19][cH:20][c:21]([C:24]4([C:27]#[N:29])[CH2:25][CH2:26]4)[cH:22][cH:23]2)[CH2:16][CH2:17]3)[cH:7][cH:8]1. Reactants: COC([C@@H](NC([C@@H](NC(=O)OC(C)(C)C)CC1=CC=CC=C1)=O)CO)=O (tert-butyloxycarbonyl-L-phenylalanyl-L-serine methyl ester), O.NN (hydrazine mono hydrate). The solvent is CO (methyl alcohol). Reaction conditions: time 15 hour. Yields the product C(C)(C)(C)OC(=O)N[C@@H](CC1=CC=CC=C1)C(=O)N[C@@H](CO)C(=O)NN (tert-butyloxycarbonyl-L-phenylalanyl-L-serine hydrazide). As a reaction SMILES: CO[C:3](=[O:26])[C@H:4]([CH2:24][OH:25])[NH:5][C:6](=[O:23])[C@H:7]([CH2:16][C:17]1[CH:22]=[CH:21][CH:20]=[CH:19][CH:18]=1)[NH:8][C:9]([O:11][C:12]([CH3:15])([CH3:14])[CH3:13])=[O:10].O.[NH2:28][NH2:29]>CO>[C:12]([O:11][C:9]([NH:8][C@H:7]([C:6]([NH:5][C@H:4]([C:3]([NH:28][NH2:29])=[O:26])[CH2:24][OH:25])=[O:23])[CH2:16][C:17]1[CH:18]=[CH:19][CH:20]=[CH:21][CH:22]=1)=[O:10])([CH3:13])([CH3:15])[CH3:14] |f:1.2|. Reported procedure: 18.3 g of tert-butyloxycarbonyl-L-phenylalanyl-L-serine methyl ester were dissolved in 50 ml of methyl alcohol, and to this solution 7.5 ml of 80% hydrazine mono hydrate were added. The mixture was stirred for 15 hours at room temperature and then the reaction mixture was concentrated under reduced pressure to give a solid substance. The solid substance was allowed to re-crystallization with ethyl alcohol and thereby tert-butyloxycarbonyl-L-phenylalanyl-L-serine hydrazide was obtained. Reactants: Br, COCc1nc(-c2cn3c(n2)-c2cnc(Cl)cc2OCC3)n(CC(F)(F)F)n1, [K+], [OH-]. Yields the product OCc1nc(-c2cn3c(n2)-c2cnc(Cl)cc2OCC3)n(CC(F)(F)F)n1. RXN SMILES: [BrH:31].[Cl:1][c:2]1[cH:3][c:4]2[c:5]([cH:27][n:28]1)-[c:6]1[n:7][c:8](-[c:14]3[n:15]([CH2:22][C:23]([F:24])([F:25])[F:26])[n:16][c:17]([CH2:19][O:20][CH3:21])[n:18]3)[cH:9][n:10]1[CH2:11][CH2:12][O:13]2.[K+:30].[OH-:29]>>[Cl:1][c:2]1[cH:3][c:4]2[c:5]([cH:27][n:28]1)-[c:6]1[n:7][c:8](-[c:14]3[n:15]([CH2:22][C:23]([F:24])([F:25])[F:26])[n:16][c:17]([CH2:19][OH:20])[n:18]3)[cH:9][n:10]1[CH2:11][CH2:12][O:13]2.